Dataset: the Open Reaction Database (ORD), a public repository of structured organic reaction records. Task: describe an organic reaction: reactants, conditions, products, and yield The reactants are ClCl (chlorine), C=CC1=CC=CC=C1 (styrene), ClOC(C)(C)C (t-butyl hypochlorite), C(C=C)Cl (allyl chloride), C1(O)=CC=C(O)C=C1 (hydroquinone), C=CC1=CC=CC=C1 (styrene), Cl (hydrochloric acid). Reaction conditions: time 3 hour. Product: C1C(C2=CC=CC=C2)O1 (styrene oxide). As a reaction SMILES: [CH2:1]=[CH:2][C:3]1[CH:8]=[CH:7][CH:6]=[CH:5][CH:4]=1.C1(C=CC(O)=CC=1)[OH:10].ClOC(C)(C)C.ClCl.Cl.C(Cl)C=C>>[CH2:1]1[O:10][CH:2]1[C:3]1[CH:8]=[CH:7][CH:6]=[CH:5][CH:4]=1. Procedure details: The reaction given in the above example was repeated with styrene in the presence of 0.1 g. of hydroquinone stabilizer. The styrene charged was 49.3 cc (44.8 g., 430 mmole). The t-butyl hypochlorite charged was 48.0 cc (45.0 g., 408 meq. active chlorine), and the total reaction time was three hours. A trace of hydrochloric acid was found in the aqueous product layer. The product pattern in the organic layer was similar to that observed in the allyl chloride reaction. Saponification, as in Exampl... Starting materials: C(C)(=O)O (acetic acid), resultant mixture, N1C(=NC=C1)C=O (2-imidazolecarboxaldehyde), Cl.N1CCC1 (azetidine hydrochloride), C(C)(=O)O[BH-](OC(C)=O)OC(C)=O.[Na+] (sodium triacetoxyborohydride). The solvent is O1CCCC1 (tetrahydrofuran). Product: N1(CCC1)CC=1NC=CN1 (2-(1-Azetidinylmethyl)-1H-imidazole). Yield: 61.4%. As a reaction SMILES: [NH:1]1[CH:5]=[CH:4][N:3]=[C:2]1[CH:6]=O.Cl.[NH:9]1[CH2:12][CH2:11][CH2:10]1.C(O[BH-](OC(=O)C)OC(=O)C)(=O)C.[Na+].C(O)(=O)C>O1CCCC1>[N:9]1([CH2:6][C:2]2[NH:3][CH:4]=[CH:5][N:1]=2)[CH2:12][CH2:11][CH2:10]1 |f:1.2,3.4|. Procedure details: To a mixture of 2-imidazolecarboxaldehyde (3.0 g) and azetidine hydrochloride (3.21 g) in anhydrous tetrahydrofuran (180 ml) was added sodium triacetoxyborohydride (9.99 g) followed by glacial acetic acid (1.72 ml). The resultant mixture was stirred at room temperature for 22 h, after which the insoluble material was filtered and washed with ethyl acetate. The filtrate was concentrated under reduced pressure and the residue purified using silica SPE (eluting with DCM, methanol, methanol:20% aque... Starting materials: CC(=O)O[BH-](OC(C)=O)OC(C)=O, CC(=O)O, ClCCl, O=Cc1ccccc1OCCCN1CCCCC1, Nc1ccc(Cl)cc1, [Na+], [Na+], [OH-]. Product: Clc1ccc(NCc2ccccc2OCCCN2CCCCC2)cc1. Reaction SMILES: [C:27]([O:28][BH-:29]([O:30][C:31](=[O:32])[CH3:33])[O:34][C:35](=[O:36])[CH3:37])(=[O:38])[CH3:39].[CH3:46][C:47](=[O:48])[OH:49].[Cl:43][CH2:44][Cl:45].[N:1]1([CH2:7][CH2:8][CH2:9][O:10][c:11]2[c:12]([CH:13]=[O:14])[cH:15][cH:16][cH:17][cH:18]2)[CH2:2][CH2:3][CH2:4][CH2:5][CH2:6]1.[NH2:19][c:20]1[cH:21][cH:22][c:23]([Cl:24])[cH:25][cH:26]1.[Na+:40].[Na+:42].[OH-:41]>>[N:1]1([CH2:7][CH2:8][CH2:9][O:10][c:11]2[c:12]([CH2:13][NH:19][c:20]3[cH:21][cH:22][c:23]([Cl:24])[cH:25][cH:26]3)[cH:15][cH:16][cH:17][cH:18]2)[CH2:2][CH2:3][CH2:4][CH2:5][CH2:6]1. Starting materials: CCOC(=O)N1C(=O)C2(c3ccc(Cl)cc31)C(c1cc(F)ccc1C)CC(=O)NC2c1cccc(Cl)c1, CO, [Na+], [OH-]. Yields the product Cc1ccc(F)cc1C1CC(=O)NC(c2cccc(Cl)c2)C12C(=O)Nc1cc(Cl)ccc12. Reaction SMILES: [CH2:1]([O:2][C:3](=[O:4])[N:6]1[C:7](=[O:37])[C:8]2([c:9]3[cH:10][cH:11][c:12]([Cl:15])[cH:13][c:14]31)[CH:16]([c:30]1[cH:31][c:32]([Cl:36])[cH:33][cH:34][cH:35]1)[NH:17][C:18](=[O:29])[CH2:19][CH:20]2[c:21]1[c:22]([CH3:28])[cH:23][cH:24][c:25]([F:27])[cH:26]1)[CH3:5].[CH3:40][OH:41].[Na+:39].[OH-:38]>>[NH:6]1[C:7](=[O:37])[C:8]2([c:9]3[cH:10][cH:11][c:12]([Cl:15])[cH:13][c:14]31)[CH:16]([c:30]1[cH:31][c:32]([Cl:36])[cH:33][cH:34][cH:35]1)[NH:17][C:18](=[O:29])[CH2:19][CH:20]2[c:21]1[c:22]([CH3:28])[cH:23][cH:24][c:25]([F:27])[cH:26]1. The reactants are COC1=CC=C(C=C1)CC(C)=O (4-methoxyphenylacetone), C(C1=CC=CC=C1)N (N-benzylamine), [H][H] (hydrogen), C([C@@H](O)C1=CC=CC=C1)(=O)O ((S)-L-Mandelic acid), imine. Reagents/catalysts: [Pt] (platinum on carbon). Solvent: CO (methanol). Reaction conditions: temperature 45 celsius. The product is C([C@@H](O)C1=CC=CC=C1)(=O)O.COC1=CC=C(C=C1)CC(NCC1=CC=CC=C1)C (4-methoxy-α-methyl-N-(phenylmethyl)benzeneethaneamine L-mandelic acid salt). Reaction SMILES: [CH3:1][O:2][C:3]1[CH:8]=[CH:7][C:6]([CH2:9][C:10](=O)[CH3:11])=[CH:5][CH:4]=1.[CH2:13]([NH2:20])[C:14]1[CH:19]=[CH:18][CH:17]=[CH:16][CH:15]=1.[H][H].[C:23]([OH:33])(=[O:32])[C@H:24]([C:26]1[CH:31]=[CH:30][CH:29]=[CH:28][CH:27]=1)[OH:25]>[Pt].CO>[C:23]([OH:33])(=[O:32])[C@H:24]([C:26]1[CH:31]=[CH:30][CH:29]=[CH:28][CH:27]=1)[OH:25].[CH3:1][O:2][C:3]1[CH:8]=[CH:7][C:6]([CH2:9][CH:10]([CH3:11])[NH:20][CH2:13][C:14]2[CH:19]=[CH:18][CH:17]=[CH:16][CH:15]=2)=[CH:5][CH:4]=1 |f:6.7|. Procedure: To 800 mL of methanol were added 328 g of 4-methoxyphenylacetone (2 mol) and 214 g of N-benzylamine (2 mol). The imine formation was exothermic and the solution warmed to 45° C. After reaction was complete. the solution was hydrogenated at 50 psi for 6-8 hours in the presence of 3.3 g of 5% platinum on carbon catalyst. When the hydrogen uptake had stopped, the reaction was filtered through diatomaceous earth, and the filter cake was washed with 200 mL of methanol. The combined filtrates were pla... Reactants: CC(C)(C)OC(=O)NN=C(c1ccncc1)c1cc(F)c(Br)cc1F, CC(=O)[O-], CCO, Cl, NO, [Na+], O. Yields the product ON=C(c1ccncc1)c1cc(F)c(Br)cc1F. Reaction SMILES: [Br:1][c:2]1[cH:3][c:4]([F:25])[c:5]([C:9](=[N:10][NH:11][C:12]([O:13][C:14]([CH3:15])([CH3:16])[CH3:17])=[O:18])[c:19]2[cH:20][cH:21][n:22][cH:23][cH:24]2)[cH:6][c:7]1[F:8].[CH3:30][C:31]([O-:32])=[O:33].[CH3:34][CH2:35][OH:36].[ClH:26].[NH2:27][OH:28].[Na+:29].[OH2:37]>>[Br:1][c:2]1[cH:3][c:4]([F:25])[c:5]([C:9](=[N:10][OH:32])[c:19]2[cH:20][cH:21][n:22][cH:23][cH:24]2)[cH:6][c:7]1[F:8].